Dataset: the Open Reaction Database (ORD), a public repository of structured organic reaction records. Task: describe an organic reaction: reactants, conditions, products, and yield The reactants are [N+](=O)([O-])C1=CC=C(C(=O)N2CC=3N(CC4=C2SC=C4)C=CC3)C=C1 (9,10-dihydro-10-(4-nitrobenzoyl)-4H-pyrrolo-[1,2-a]thieno[2,3-e][1,4]diazepine), NN (hydrazine). Reagents/catalysts: [Pd] (Pd/C). Solvent: C(C)O (ethyl alcohol). Product: NC1=CC=C(C(=O)N2CC=3N(CC4=C2SC=C4)C=CC3)C=C1 (9,10-Dihydro-10-(4-aminobenzoyl)-4H-pyrrolo[1,2-a]thieno[2,3-e][1,4]diazepine). Reaction SMILES: [N+:1]([C:4]1[CH:24]=[CH:23][C:7]([C:8]([N:10]2[C:16]3[S:17][CH:18]=[CH:19][C:15]=3[CH2:14][N:13]3[CH:20]=[CH:21][CH:22]=[C:12]3[CH2:11]2)=[O:9])=[CH:6][CH:5]=1)([O-])=O.NN>C(O)C.[Pd]>[NH2:1][C:4]1[CH:24]=[CH:23][C:7]([C:8]([N:10]2[C:16]3[S:17][CH:18]=[CH:19][C:15]=3[CH2:14][N:13]3[CH:20]=[CH:21][CH:22]=[C:12]3[CH2:11]2)=[O:9])=[CH:6][CH:5]=1. Procedure details: To a solution of 5 mmol of 9,10-dihydro-10-(4-nitrobenzoyl)-4H-pyrrolo-[1,2-a]thieno[2,3-e][1,4]diazepine in 25 ml of ethyl alcohol is added 0.13 g of 10% Pd/C and 15 mmol of hydrazine followed by stirring and heating under reflux for 3 hours. The cooled reaction mixture is filtered through diatomaceous earth. The filtrate is concentrated in vacuo to a residue which is dissolved in methylene chloride and passed through a pad of hydrous magnesium silicate. The filtrate is concentrated in vacuo to... Reactants: C1CN2CCN1CC2 (DABCO), IC1=CC(CC1)O (3-iodo-cyclopent-2-enol), C[Si](C)(C)Cl (trimethylsilyl chloride), CP(OC(C)C)=O (isopropyl methylphosphinate). The reagents and catalysts are C=1C=CC(=CC1)[P](C=2C=CC=CC2)(C=3C=CC=CC3)[Pd]([P](C=4C=CC=CC4)(C=5C=CC=CC5)C=6C=CC=CC6)([P](C=7C=CC=CC7)(C=8C=CC=CC8)C=9C=CC=CC9)[P](C=1C=CC=CC1)(C=1C=CC=CC1)C=1C=CC=CC1 (tetrakis(triphenylphosphine)palladium(0)), C=1C=CC(=CC1)[P](C=2C=CC=CC2)(C=3C=CC=CC3)[Pd]([P](C=4C=CC=CC4)(C=5C=CC=CC5)C=6C=CC=CC6)([P](C=7C=CC=CC7)(C=8C=CC=CC8)C=9C=CC=CC9)[P](C=1C=CC=CC1)(C=1C=CC=CC1)C=1C=CC=CC1 (tetrakis(triphenylphosphine)palladium(0)). Solvent: C1(=CC=CC=C1)C (toluene). Run at time 15 minute. Yields the product OC1C=C(CC1)CP(OC(C)C)=O (Isopropyl (3-hydroxycyclopentenyl)methylphosphinate), oil. Isolated yield 65.0%. RXN SMILES: C1N2CCN(CC2)C1.I[C:10]1[CH2:14][CH2:13][CH:12]([OH:15])[CH:11]=1.C[Si](Cl)(C)C.[CH3:21][PH:22](=[O:27])[O:23][CH:24]([CH3:26])[CH3:25]>C1(C)C=CC=CC=1.C1C=CC([P]([Pd]([P](C2C=CC=CC=2)(C2C=CC=CC=2)C2C=CC=CC=2)([P](C2C=CC=CC=2)(C2C=CC=CC=2)C2C=CC=CC=2)[P](C2C=CC=CC=2)(C2C=CC=CC=2)C2C=CC=CC=2)(C2C=CC=CC=2)C2C=CC=CC=2)=CC=1>[OH:15][CH:12]1[CH2:13][CH2:14][C:10]([CH2:21][PH:22](=[O:27])[O:23][CH:24]([CH3:26])[CH3:25])=[CH:11]1 |^1:38,40,59,78|. Procedure details: To a solution of DABCO (11.8 g, 105 mmol) and 3-iodo-cyclopent-2-enol (5.5 g, 26.3 mmol) in anhydrous toluene (300 cm3) was added trimethylsilyl chloride (3 g, 27.6 mmol). The reaction mixture was stirred at room temperature for 15 min, after which time isopropyl methylphosphinate (4.8 g, 39.4 mmol) and tetrakis(triphenylphosphine)palladium(0) (760 mg, 2.5 mol %) were added. The reaction mixture was heated at 70° C. for 24 h after which time a second portion of tetrakis(triphenylphosphine)pallad... The reactants are C(C#C)NC(=O)C=1N=CN2C1CN(C(C1=C2C=CC=C1Cl)=O)C (7-chloro-5-methyl-6-oxo-5,6-dihydro-4H-imidazo[1,5-a][1,4]benzodiazepine-3-carboxylic acid prop-2-ynylamide), IN1C(CCC1=O)=O (N-iodosuccinimide), C(CC)NCCC (dipropylamine). The solvent is C(C)(=O)O (acetic acid). Reaction conditions: time 67 hour. Product: ClC1=CC=CC2=C1C(N(CC=1N2C=NC1C=1OC(=CN1)CN(CCC)CCC)C)=O (7-chloro-3-(5-dipropylaminomethyl-oxazol-2-yl)-5-methyl-5,6-dihydro-4H-imidazo[1,5-a][1,4]benzodiazepin-6-one). The yield is 28.0%. RXN SMILES: [CH2:1]([NH:4][C:5]([C:7]1[N:8]=[CH:9][N:10]2[C:16]3[CH:17]=[CH:18][CH:19]=[C:20]([Cl:21])[C:15]=3[C:14](=[O:22])[N:13]([CH3:23])[CH2:12][C:11]=12)=[O:6])[C:2]#[CH:3].IN1C(=O)CCC1=O.[CH2:32]([NH:35][CH2:36][CH2:37][CH3:38])[CH2:33][CH3:34]>C(O)(=O)C>[Cl:21][C:20]1[C:15]2[C:14](=[O:22])[N:13]([CH3:23])[CH2:12][C:11]3[N:10]([CH:9]=[N:8][C:7]=3[C:5]3[O:6][C:2]([CH2:3][N:35]([CH2:36][CH2:37][CH3:38])[CH2:32][CH2:33][CH3:34])=[CH:1][N:4]=3)[C:16]=2[CH:17]=[CH:18][CH:19]=1. Procedure details: A solution of 3.28 g of (0.010 mol) of 7-chloro-5-methyl-6-oxo-5,6-dihydro-4H-imidazo[1,5-a][1,4]benzodiazepine-3-carboxylic acid prop-2-ynylamide in 60 ml of acetic acid was treated with 3.36 g (0.015 mol) of N-iodosuccinimide while gassing with argon. After stirring at room temperature for 67 hrs. the dark suspension obtained was completely freed from the solvents and dried azeotropically several times with toluene. The dark solid residue was dissolved in 100 ml of THF, treated with 13.7 ml (0... The reactants are ClC1=NC=CC(=N1)C1=C(N=C(S1)C(C)(C)C)C=1C(=C(C=CC1)NS(=O)(=O)C1=C(C=CC(=C1)F)F)F (N-{3-[5-(2-chloro-4-pyrimidinyl)-2-(1,1-dimethylethyl)-1,3-thiazol-4-yl]-2-fluorophenyl}-2,5-difluorobenzenesulfonamide), PdCl2(dppf)CH2Cl2, C[Zn]C (dimethylzinc), C1(=CC=CC=C1)C (toluene), CO (MeOH). Run in O1CCOCC1 (1,4-dioxane). Run at temperature 80 celsius, time 2 hour. Yields the product CC(C)(C)C=1SC(=C(N1)C=1C(=C(C=CC1)NS(=O)(=O)C1=C(C=CC(=C1)F)F)F)C1=NC(=NC=C1)C (N-{3-[2-(1,1-Dimethylethyl)-5-(2-methyl-4-pyrimidinyl)-1,3-thiazol-4-yl]-2-fluorophenyl}-2,5-difluorobenzenesulfonamide), solid. Yield: 80.0%. As a reaction SMILES: Cl[C:2]1[N:7]=[C:6]([C:8]2[S:12][C:11]([C:13]([CH3:16])([CH3:15])[CH3:14])=[N:10][C:9]=2[C:17]2[C:18]([F:35])=[C:19]([NH:23][S:24]([C:27]3[CH:32]=[C:31]([F:33])[CH:30]=[CH:29][C:28]=3[F:34])(=[O:26])=[O:25])[CH:20]=[CH:21][CH:22]=2)[CH:5]=[CH:4][N:3]=1.[CH3:36][Zn]C.C1(C)C=CC=CC=1.CO>O1CCOCC1>[CH3:14][C:13]([C:11]1[S:12][C:8]([C:6]2[CH:5]=[CH:4][N:3]=[C:2]([CH3:36])[N:7]=2)=[C:9]([C:17]2[C:18]([F:35])=[C:19]([NH:23][S:24]([C:27]3[CH:32]=[C:31]([F:33])[CH:30]=[CH:29][C:28]=3[F:34])(=[O:26])=[O:25])[CH:20]=[CH:21][CH:22]=2)[N:10]=1)([CH3:16])[CH3:15]. Reported procedure: To a suspension of N-{3-[5-(2-chloro-4-pyrimidinyl)-2-(1,1-dimethylethyl)-1,3-thiazol-4-yl]-2-fluorophenyl}-2,5-difluorobenzenesulfonamide (21.54 g, 40 mmol) in 1,4-dioxane (300 mL) was bubble with argon for 10 min. The reaction mixture was treated with 2N dimethylzinc in toluene (40 mL, 80 mmol) under argon. The reaction mixture was treated with PdCl2(dppf)CH2Cl2 adduct (0.326 g, 0.400 mmol) and heated to 80° C. After 2 h, the reaction was check by HPLC. The reaction was cooled to room temperat...